Task: describe an organic reaction: reactants, conditions, products, and yield. Dataset: the Open Reaction Database (ORD), a public repository of structured organic reaction records Reactants: [Si](C)(C)(C(C)(C)C)OCCNC1CCCC1 ([2-(tert-butyl-dimethylsilanyloxy)-ethyl]-cyclopentylamine), FC1=CC=C(C=O)C=C1 (4-fluorobenzaldehyde), [Si](C)(C)(C(C)(C)C)OCCN (2-(tert-butyl-dimethylsilanyloxy)-ethylamine). Yields the product [Si](C)(C)(C(C)(C)C)OCCNCC1=CC=C(C=C1)F ([2-(tert-Butyl-dimethylsilanyloxy)-ethyl]-(4-fluoro-benzyl)-amine). The yield is 35.0%. RXN SMILES: [Si:1]([O:8][CH2:9][CH2:10][NH:11]C1CCCC1)([C:4]([CH3:7])([CH3:6])[CH3:5])([CH3:3])[CH3:2].[F:17][C:18]1[CH:25]=[CH:24][C:21]([CH:22]=O)=[CH:20][CH:19]=1.[Si](OCCN)(C(C)(C)C)(C)C>>[Si:1]([O:8][CH2:9][CH2:10][NH:11][CH2:22][C:21]1[CH:24]=[CH:25][C:18]([F:17])=[CH:19][CH:20]=1)([C:4]([CH3:6])([CH3:7])[CH3:5])([CH3:3])[CH3:2]. Reported procedure: This compound was prepared following the same method as described for [2-(tert-butyl-dimethylsilanyloxy)-ethyl]-cyclopentyl-amine (8e) from 4-fluorobenzaldehyde (1 g, 8.06 mmol) and 2-(tert-butyl-dimethylsilanyloxy)-ethylamine (8c) (1.8 g, 10.48 mmol). The product was obtained as a light yellow liquid (800 mg, 35.03%). Reported procedure: To a solution of 4-fluoro-3-(trifluoromethyl)benzonitrile (154 g, 814 mmol) in THF (1.5 L) was added isopropanol (73.4 g, 1.22 mol). The reaction flask was purged with N2 and cooled in an ice bath (1.5° C. internal temperature). t-BuOK (1.0 M in THF, 847 mL, 847 mmol) was added slowly over 10 minutes via addition funnel (slight exotherm to 31° C. was observed) and let stir at that temperature for 30 min (temp decreased to 18° C. during this time). The ice bath was removed and allowed to stir at ... RXN SMILES: F[C:2]1[CH:9]=[CH:8][C:5]([C:6]#[N:7])=[CH:4][C:3]=1[C:10]([F:13])([F:12])[F:11].[CH:14]([OH:17])([CH3:16])[CH3:15].CC([O-])(C)C.[K+]>C1COCC1>[CH:14]([O:17][C:2]1[CH:9]=[CH:8][C:5]([C:6]#[N:7])=[CH:4][C:3]=1[C:10]([F:13])([F:12])[F:11])([CH3:16])[CH3:15] |f:2.3|. Starting materials: FC1=C(C=C(C#N)C=C1)C(F)(F)F (4-fluoro-3-(trifluoromethyl)benzonitrile), C(C)(C)O (isopropanol), CC(C)(C)[O-].[K+] (t-BuOK). The yield is 98.0%. Run at temperature 1.5 celsius, time 30 minute. Product: C(C)(C)OC1=C(C=C(C#N)C=C1)C(F)(F)F (4-isopropoxy-3-(trifluoromethyl)benzonitrile). Run in C1CCOC1 (THF).